From a dataset of the Open Reaction Database (ORD), a public repository of structured organic reaction records. describe an organic reaction: reactants, conditions, products, and yield The reactants are C1(=CC=CC=C1)C1CC(C2=CC=CC=C12)CC(=O)OCC (Ethyl 3-phenylindan-1-acetate), [H-].[H-].[H-].[H-].[Li+].[Al+3] (LiAlH4). Solvent: C1CCOC1 (THF), C1CCOC1 (THF). Conditions: temperature 80 celsius, time 8 hour. Product: C1(=CC=CC=C1)C1CC(C2=CC=CC=C12)CCO (2-(3-phenylindan-1-yl)ethanol). Yield: 66.2%. Reaction SMILES: [C:1]1([CH:7]2[C:15]3[C:10](=[CH:11][CH:12]=[CH:13][CH:14]=3)[CH:9]([CH2:16][C:17](OCC)=[O:18])[CH2:8]2)[CH:6]=[CH:5][CH:4]=[CH:3][CH:2]=1.[H-].[H-].[H-].[H-].[Li+].[Al+3]>C1COCC1>[C:1]1([CH:7]2[C:15]3[C:10](=[CH:11][CH:12]=[CH:13][CH:14]=3)[CH:9]([CH2:16][CH2:17][OH:18])[CH2:8]2)[CH:6]=[CH:5][CH:4]=[CH:3][CH:2]=1 |f:1.2.3.4.5.6|. Procedure: Ethyl 3-phenylindan-1-acetate (84.3 g, 0.3 mol) in THF (300 ml) was added dropwise with stirring to LiAlH4 (10 g) in THF (200 ml) under N2 and the mixture stirred at 80° C. overnight. Processing by standard conditions yielded 2-(3-phenylindan-1-yl)ethanol as an oil (47.3 g), IR 3100-3600 cm-1 (OH). This alcohol could also obtained by reduction of the ester in THF using LiBH4. The alcohol (43.15 g, 0.18 mol) was refluxed overnight with 48% HBr (280 ml), cooled, extracted with ether which, with st... Reactants: S(O)(O)(=O)=O (sulfuric acid), COC1=CC2=C(C=C1)C(=O)CC2CC(=O)O (5-methoxy-1-indanone-3-acetic acid), CO (methanol). Yields the product COC(CC1CC(C2=CC=C(C=C12)OC)=O)=O ((6-Methoxy-3-oxo-indan-1-yl)-acetic acid methyl ester). Reaction SMILES: S(=O)(=O)(O)O.[CH3:6][O:7][C:8]1[CH:13]=[CH:12][C:11]2[C:14]([CH2:16][CH:17]([CH2:18][C:19]([OH:21])=[O:20])[C:10]=2[CH:9]=1)=[O:15].[CH3:22]O>>[CH3:22][O:20][C:19](=[O:21])[CH2:18][CH:17]1[C:10]2[C:11](=[CH:12][CH:13]=[C:8]([O:7][CH3:6])[CH:9]=2)[C:14](=[O:15])[CH2:16]1. Procedure: Concentrated sulfuric acid (3.0 mL) is added to 5-methoxy-1-indanone-3-acetic acid (13.0 g) dissolved in methanol (100 mL). The solution is stirred at reflux temperature for 4 h and then cooled to room temperature. About two third of the methanol is removed under reduced pressure and water (100 mL) and ethyl acetate (200 mL) are added to the remainder. The organic phase is separated and washed with water, 1 M NaOH solution, and brine. The organic phase is dried (MgSO4) and the solvent is evapora... Starting materials: CCCCCCC1C(=O)Oc2c(Sc3ccccc3C)cccc21, CO, [K+], [OH-]. Yields the product CCCCCCC(C(=O)O)c1cccc(Sc2ccccc2C)c1O. As a reaction SMILES: [CH2:1]([CH2:2][CH2:3][CH2:4][CH2:5][CH3:6])[CH:7]1[C:8](=[O:24])[O:9][c:10]2[c:11]1[cH:12][cH:13][cH:14][c:15]2[S:16][c:17]1[c:18]([CH3:23])[cH:19][cH:20][cH:21][cH:22]1.[CH3:25][OH:26].[K+:28].[OH-:27]>>[CH2:1]([CH2:2][CH2:3][CH2:4][CH2:5][CH3:6])[CH:7]([C:8]([OH:24])=[O:26])[c:11]1[c:10]([OH:9])[c:15]([S:16][c:17]2[c:18]([CH3:23])[cH:19][cH:20][cH:21][cH:22]2)[cH:14][cH:13][cH:12]1. Starting materials: Cl.C(C)NCC (Diethylamine hydrochloride), aqueous solution, [C-]#N.[K+] (potassium cyanide), CO.C1CCOC1 (MeOH THF), C(C1=CC=CC=C1)OC1=CC=C(C=O)C=C1 (4-(benzyloxy)-benzaldehyde). Solvent: CCOCC (Et2O). Product: C(C1=CC=CC=C1)OC1=CC=C(C=C1)C(C#N)N(CC)CC (2-(4-Benzyloxyphenyl)-2-(N,N-diethylamino)acetonitrile). Isolated yield 589.0%. RXN SMILES: Cl.[CH2:2]([NH:4][CH2:5][CH3:6])[CH3:3].[C-:7]#[N:8].[K+].CO.C1COCC1.[CH2:17]([O:24][C:25]1[CH:32]=[CH:31][C:28]([CH:29]=O)=[CH:27][CH:26]=1)[C:18]1[CH:23]=[CH:22][CH:21]=[CH:20][CH:19]=1>CCOCC>[CH2:17]([O:24][C:25]1[CH:32]=[CH:31][C:28]([CH:29]([N:4]([CH2:5][CH3:6])[CH2:2][CH3:3])[C:7]#[N:8])=[CH:27][CH:26]=1)[C:18]1[CH:23]=[CH:22][CH:21]=[CH:20][CH:19]=1 |f:0.1,2.3,4.5|. Reported procedure: Diethylamine hydrochloride (76.7 g, 70 mmol) was added portion wise at rt to a 200 mL aqueous solution of potassium cyanide (45.5 g, 70 mmol) with stirring and warmed to 60°-65° C. A MeOH/THF (300 ml, 1:1) solution of 4-(benzyloxy)-benzaldehyde (100 g, 47 mmol) (Aldrich) was added in a thin stream to the aqueous solution and stirred for 16 hr at ~62° C. The reaction mixture was allowed to cool and the organics were removed in vacuo. The aqueous portion was diluted with an equal volume of brine a... Starting materials: ClC=1C=C(C#N)C=C(C1)F (3-chloro-5-fluorobenzonitrile), S(O)(O)(=O)=O (sulfuric acid). The solvent is O (water), O (water). Product: ClC=1C=C(C(=O)N)C=C(C1)F (3-chloro-5-fluorobenzamide). RXN SMILES: S(=O)(=O)(O)[OH:2].[Cl:6][C:7]1[CH:8]=[C:9]([CH:12]=[C:13]([F:15])[CH:14]=1)[C:10]#[N:11]>O>[Cl:6][C:7]1[CH:8]=[C:9]([CH:12]=[C:13]([F:15])[CH:14]=1)[C:10]([NH2:11])=[O:2]. Reported procedure: A mixture of sulfuric acid (500 ml) and water (100 ml) is heated to 95° and 3-chloro-5-fluorobenzonitrile (94.8 gms) added. After 4 hours the mixture is cooled and poured over ice and water added to make 3.6 L. In 1.2 L portions the mixture is filtered, the solid rinsed with hexane and the aqueous rinsed with hexane (4×120 ml) then extracted with ethyl acetate (2×100 ml). The solid and the ethyl acetate extracts were combined, dried over magnesium sulfate and stripped to give 3-chloro-5-fluorobe... Reactants: FC(COC1=NC=C(C=C1)N)(F)F (2-(2,2,2-Trifluoroethoxy)-5-aminopyridine), ClC1=C(C(=O)N=C=O)C(=CC=C1)Cl (2,6-dichlorobenzoyl isocyanate). Solvent: C(C)(=O)OCC (ethyl acetate). Conditions: time 18 hour. The product is ClC1=C(C(=O)NC(=O)NC=2C=NC(=CC2)OCC(F)(F)F)C(=CC=C1)Cl (1-(2,6-Dichlorobenzoyl)-3-(6-(2,2,2-Trifluoroethoxy)-3-Pyridinyl)Urea). Reaction SMILES: [F:1][C:2]([F:13])([F:12])[CH2:3][O:4][C:5]1[CH:10]=[CH:9][C:8]([NH2:11])=[CH:7][N:6]=1.[Cl:14][C:15]1[CH:25]=[CH:24][CH:23]=[C:22]([Cl:26])[C:16]=1[C:17]([N:19]=[C:20]=[O:21])=[O:18]>C(OCC)(=O)C>[Cl:14][C:15]1[CH:25]=[CH:24][CH:23]=[C:22]([Cl:26])[C:16]=1[C:17]([NH:19][C:20]([NH:11][C:8]1[CH:7]=[N:6][C:5]([O:4][CH2:3][C:2]([F:1])([F:12])[F:13])=[CH:10][CH:9]=1)=[O:21])=[O:18]. Reported procedure: 2-(2,2,2-Trifluoroethoxy)-5-aminopyridine (0.5 gram) and 2,6-dichlorobenzoyl isocyanate (0.5 gram) were mixed in ethyl acetate, and the reaction mixture stirred overnight (about 18 hours) at room temperature. Solvent was removed by evaporation and the product residue crystallized from ethyl acetate-hexanes, yield 0.6 gram, m.p., 146°-148° C.